From a dataset of the Open Reaction Database (ORD), a public repository of structured organic reaction records. describe an organic reaction: reactants, conditions, products, and yield The reactants are oil, C(=O)C1=CNC2=CC=CC=C12 (3-Formylindole), suspension, [H-].[Na+] (NaH), BrCC(=O)OCC (ethyl bromoacetate). Run in CN(C)C=O (DMF), CN(C)C=O (DMF). Conditions: temperature 15 celsius, time 16 hour. Yields the product C(=O)C1=C(NC2=CC=CC=C12)CC(=O)OCC (ethyl (3-formylindolyl)acetate). RXN SMILES: [CH:1]([C:3]1[C:11]2[C:6](=[CH:7][CH:8]=[CH:9][CH:10]=2)[NH:5][CH:4]=1)=[O:2].[H-].[Na+].Br[CH2:15][C:16]([O:18][CH2:19][CH3:20])=[O:17]>CN(C=O)C>[CH:1]([C:3]1[C:11]2[C:6](=[CH:7][CH:8]=[CH:9][CH:10]=2)[NH:5][C:4]=1[CH2:15][C:16]([O:18][CH2:19][CH3:20])=[O:17])=[O:2] |f:1.2|. Procedure: 3-Formylindole (10.0 g, 69 mmoles) was dissolved in DMF (100 ml). Under N2 was a 60% suspension of NaH in mineral oil (3.0 g) added in portions with cooling (temp<15° C.). At <15° C. was a solution of ethyl bromoacetate (8.4 ml) in DMF (15 ml) added drop wise over 30 minutes. The resulting mixture was stirred at room temperature for 16 hours and evaporated in vacuo. The residue was added water (300 ml) and extracted with ethyl acetate (2×150 ml), the combined organic extracts were washed with sa... Starting materials: COC(=O)COc1ccc(OCC=C(c2ccc(I)cc2)c2ccc(C(C)(C)C)cc2)cc1C, C#Cc1ccc(CO)cc1, CC(C)NC(C)C, [Cu]I, C1CCOC1, Cl[Pd]Cl, c1ccc(P(c2ccccc2)c2ccccc2)cc1, c1ccc(P(c2ccccc2)c2ccccc2)cc1. Yields the product COC(=O)COc1ccc(OCC=C(c2ccc(C#Cc3ccc(CO)cc3)cc2)c2ccc(C(C)(C)C)cc2)cc1C. As a reaction SMILES: [C:18]([CH3:19])([CH3:20])([CH3:21])[c:22]1[cH:23][cH:24][c:25]([C:28](=[CH:29][CH2:30][O:31][c:32]2[cH:33][c:34]([CH3:44])[c:35]([O:36][CH2:37][C:38](=[O:39])[O:40][CH3:41])[cH:42][cH:43]2)[c:45]2[cH:46][cH:47][c:48]([I:51])[cH:49][cH:50]2)[cH:26][cH:27]1.[C:1](#[CH:2])[c:3]1[cH:4][cH:5][c:6]([CH2:9][OH:10])[cH:7][cH:8]1.[CH:11]([NH:12][CH:13]([CH3:14])[CH3:15])([CH3:16])[CH3:17].[Cu:57][I:58].[O:52]1[CH2:53][CH2:54][CH2:55][CH2:56]1.[Pd:59]([Cl:60])[Cl:61].[c:62]1([P:63]([c:64]2[cH:65][cH:66][cH:67][cH:68][cH:69]2)[c:70]2[cH:71][cH:72][cH:73][cH:74][cH:75]2)[cH:76][cH:77][cH:78][cH:79][cH:80]1.[c:81]1([P:82]([c:83]2[cH:84][cH:85][cH:86][cH:87][cH:88]2)[c:89]2[cH:90][cH:91][cH:92][cH:93][cH:94]2)[cH:95][cH:96][cH:97][cH:98][cH:99]1>>[C:1](#[C:2][c:48]1[cH:47][cH:46][c:45]([C:28]([c:25]2[cH:24][cH:23][c:22]([C:18]([CH3:19])([CH3:20])[CH3:21])[cH:27][cH:26]2)=[CH:29][CH2:30][O:31][c:32]2[cH:33][c:34]([CH3:44])[c:35]([O:36][CH2:37][C:38](=[O:39])[O:40][CH3:41])[cH:42][cH:43]2)[cH:50][cH:49]1)[c:3]1[cH:4][cH:5][c:6]([CH2:9][OH:10])[cH:7][cH:8]1.